Dataset: the Open Reaction Database (ORD), a public repository of structured organic reaction records. Task: describe an organic reaction: reactants, conditions, products, and yield Starting materials: CC(C)(C)OC(=O)Nc1ccc(CBr)cn1, CCOC(=O)CP(=O)(OCC)OCC, [H-], [Na+], CN(C)C=O. Product: CCOC(=O)C(Cc1ccc(NC(=O)OC(C)(C)C)nc1)P(=O)(OCC)OCC. RXN SMILES: [C:17]([CH3:18])([CH3:19])([CH3:20])[O:21][C:22]([NH:23][c:24]1[n:25][cH:26][c:27]([CH2:30][Br:31])[cH:28][cH:29]1)=[O:32].[CH3:3][CH2:4][O:5][C:6](=[O:7])[CH2:8][P:9](=[O:10])([O:11][CH2:12][CH3:13])[O:14][CH2:15][CH3:16].[H-:2].[Na+:1].[O:33]=[CH:34][N:35]([CH3:36])[CH3:37]>>[CH3:3][CH2:4][O:5][C:6](=[O:7])[CH:8]([P:9](=[O:10])([O:11][CH2:12][CH3:13])[O:14][CH2:15][CH3:16])[CH2:30][c:27]1[cH:26][n:25][c:24]([NH:23][C:22]([O:21][C:17]([CH3:18])([CH3:19])[CH3:20])=[O:32])[cH:29][cH:28]1. Run in O1CCCC1 (tetrahydrofuran), C1CCOC1 (THF). Procedure: 5-(1,3-Dioxolan-2-yl)-N-(6-methoxypyridin-3-yl)-3-(2-methyl-9-(tetrahydro-2H-pyran-2-yl)-9H-purin-6-yl)pyridin-2-amine (3.042 g, 6.21 mmol) was dissolved in tetrahydrofuran (50 mL) and then 2.0 M hydrochloric acid (15.5 mL, 31.0 mmol) was added via syringe, followed by a THF rinse (1.5 mL). The reaction was stirred at room temperature for minutes, diluted with water (20 mL), and filtered. The solid was washed with water, collected, and dried under high vacuum over the weekend to afford 6-(6-meth... The reactants are O1C(OCC1)C=1C=C(C(=NC1)NC=1C=NC(=CC1)OC)C1=C2N=CN(C2=NC(=N1)C)C1OCCCC1 (5-(1,3-Dioxolan-2-yl)-N-(6-methoxypyridin-3-yl)-3-(2-methyl-9-(tetrahydro-2H-pyran-2-yl)-9H-purin-6-yl)pyridin-2-amine), Cl (hydrochloric acid). Isolated yield 61.5%. As a reaction SMILES: [O:1]1CCO[CH:2]1[C:6]1[CH:7]=[C:8]([C:21]2[N:29]=[C:28]([CH3:30])[N:27]=[C:26]3[C:22]=2[N:23]=[CH:24][N:25]3[CH:31]2[CH2:36][CH2:35][CH2:34][CH2:33][O:32]2)[C:9]([NH:12][C:13]2[CH:14]=[N:15][C:16]([O:19][CH3:20])=[CH:17][CH:18]=2)=[N:10][CH:11]=1.Cl>O1CCCC1>[CH3:20][O:19][C:16]1[N:15]=[CH:14][C:13]([NH:12][C:9]2[C:8]([C:21]3[N:29]=[C:28]([CH3:30])[N:27]=[C:26]4[C:22]=3[N:23]=[CH:24][N:25]4[CH:31]3[CH2:36][CH2:35][CH2:34][CH2:33][O:32]3)=[CH:7][C:6]([CH:2]=[O:1])=[CH:11][N:10]=2)=[CH:18][CH:17]=1. Yields the product COC1=CC=C(C=N1)NC1=NC=C(C=O)C=C1C1=C2N=CN(C2=NC(=N1)C)C1OCCCC1 (6-(6-methoxypyridin-3-ylamino)-5-(2-methyl-9-(tetrahydro-2H-pyran-2-yl)-9H-purin-6-yl)nicotinaldehyde). Run in O (water). Reported procedure: The compound (16) (10.0 g) and acetone (50 ml) were mixed and the mixture was stirred at 35° C. for 30 minutes. Jones reagent (8N) (4.7 ml) was added to the mixture in the temperature range of 30 to 40° C. and the mixture was stirred at 35° C. for 2 hours. After the reaction mixture had been cooled to 30° C., toluene (200 ml) and water (200 ml) were added to the mixture and mixed with it. The mixture was then allowed to stand until it had separated into two phases of organic and aqueous phases, ... Reactants: C(C)OC1=C(C(=C(C=C1)[C@@H]1CC[C@H](CC1)C=O)F)F (trans-4-(4-Ethoxy-2,3-difluorophenyl)-cyclohexanecarboaldehyde), CC(=O)C (acetone), C1(=CC=CC=C1)C (toluene), CC(=O)C.OS(=O)(=O)O.O=[Cr](=O)=O (Jones reagent). Run at temperature 35 celsius, time 30 minute. The product is C(C)OC1([C@H]([C@@H](CCC1)F)F)C(=O)O (4-ethoxy-2,3-difluoro-(trans-4-cyclohexyl)-carboxylic acid). As a reaction SMILES: [CH2:1]([O:3][C:4]1[CH:9]=[CH:8][C:7]([C@H]2CC[C@H](C=O)CC2)=[C:6]([F:18])[C:5]=1[F:19])[CH3:2].C[C:21](C)=[O:22].CC(C)=[O:26].OS(O)(=O)=O.O=[Cr](=O)=O.C1(C)C=CC=CC=1>O>[CH2:1]([O:3][C:4]1([C:21]([OH:22])=[O:26])[CH2:9][CH2:8][CH2:7][C@@H:6]([F:18])[C@@H:5]1[F:19])[CH3:2] |f:2.3.4|. Reactants: Grignard reagent, [Mg] (Magnesium), CCOCC (ether), II (iodine), BrCC1=CC=NC=C1 (4-bromomethylpyridine), C1(C=2C(C(N1CCCCCCCCC=O)=O)=CC=CC2)=O (9-phthalimidononanal). Product: OC(CCCCCCCCCN1C(C=2C(C1=O)=CC=CC2)=O)C2=CC=NC=C2 (1-hydroxy-1-(4-pyridinyl)-10-phthalimidodecane). RXN SMILES: [Mg].II.Br[CH2:5][C:6]1[CH:11]=[CH:10][N:9]=[CH:8][CH:7]=1.[C:12]1(=[O:32])[N:16]([CH2:17][CH2:18][CH2:19][CH2:20][CH2:21][CH2:22][CH2:23][CH2:24][CH:25]=O)[C:15](=[O:27])[C:14]2=[CH:28][CH:29]=[CH:30][CH:31]=[C:13]12.CC[O:35]CC>>[OH:35][CH:5]([C:6]1[CH:11]=[CH:10][N:9]=[CH:8][CH:7]=1)[CH2:25][CH2:24][CH2:23][CH2:22][CH2:21][CH2:20][CH2:19][CH2:18][CH2:17][N:16]1[C:12](=[O:32])[C:13]2=[CH:31][CH:30]=[CH:29][CH:28]=[C:14]2[C:15]1=[O:27]. Reported procedure: Magnesium (1.2 equiv.) is stirred in anhydrous ether under a nitrogen atmosphere and a catalytic amount of iodine is added. The mixture is heated to reflux and 4-bromomethylpyridine (1 equiv.) is added. The reaction is stirred until formation of the Grignard reagent is complete and 9-phthalimidononanal (1.5 equiv.) is added. The reaction mixture is stirred until completion, quenched with ammonium chloride, extracted with brine and concentrated in vacuo. The crude product is purified by silica ge... Reactants: ice water, CO (methanol), C[O-].[Na+] (sodium methoxide), ice, COC(=O)CP(=O)(OC)OC (trimethyl phosphonoacetate), C(C)OC=1C=C(C=O)C=CC1OCC=1N=C(OC1)C1=CC=CC=C1 (3-ethoxy-4-(2-phenyl-4-oxazolylmethoxy)benzaldehyde). The solvent is CN(C=O)C (N,N-dimethylformamide). Reaction conditions: time 5 minute. The product is C(C)OC=1C=C(C=CC(=O)OC)C=CC1OCC=1N=C(OC1)C1=CC=CC=C1 (methyl 3-ethoxy-4-(2-phenyl-4-oxazolylmethoxy)cinnamate). The yield is 91.9%. Reaction SMILES: CO.C[O-].[Na+].[CH3:6][O:7][C:8]([CH2:10]P(OC)(OC)=O)=[O:9].[CH2:17]([O:19][C:20]1[CH:21]=[C:22]([CH:25]=[CH:26][C:27]=1[O:28][CH2:29][C:30]1[N:31]=[C:32]([C:35]2[CH:40]=[CH:39][CH:38]=[CH:37][CH:36]=2)[O:33][CH:34]=1)[CH:23]=O)[CH3:18]>CN(C)C=O>[CH2:17]([O:19][C:20]1[CH:21]=[C:22]([CH:25]=[CH:26][C:27]=1[O:28][CH2:29][C:30]1[N:31]=[C:32]([C:35]2[CH:40]=[CH:39][CH:38]=[CH:37][CH:36]=2)[O:33][CH:34]=1)[CH:23]=[CH:10][C:8]([O:7][CH3:6])=[O:9])[CH3:18] |f:1.2|. Procedure details: A methanol solution of sodium methoxide (28%, 3.4 g) was added dropwise to an ice-cooled solution of trimethyl phosphonoacetate (3.2 g) and 3-ethoxy-4-(2-phenyl-4-oxazolylmethoxy)benzaldehyde (5.1 g) in N,N-dimethylformamide (DMF) (30 ml). The mixture was stirred for 5 minutes under ice-cooling, then for 4 hours at room temperature. The reaction mixture was poured into ice-water, which was subjected to extraction with ethyl acetate. The ethyl acetate layer was washed with water, dried (MgSO4) an... Reactants: ClCCOC1=C(C=C2C(=C(C=NC2=C1)C#N)Cl)OC (7-(2-chloro-ethoxy)-4-chloro-6-methoxy-quinoline-3-carbonitrile), NC1=CC2=C(NN=N2)C=C1 (5-amino benzotriazole), Cl.N1=CC=CC=C1 (pyridine hydrochloride). Run in COCCO (2-methoxyethanol). Yields the product N1=NNC2=C1C=CC(=C2)NC2=C(C=NC1=CC(=C(C=C21)OC)OCCCl)C#N (4-(3H-Benzotriazol-5-ylamino)-7-(2-chloroethoxy)-6-methoxyquinoline-3-carbonitrile). Yield: 81.7%. Reaction SMILES: [Cl:1][CH2:2][CH2:3][O:4][C:5]1[CH:14]=[C:13]2[C:8]([C:9](Cl)=[C:10]([C:15]#[N:16])[CH:11]=[N:12]2)=[CH:7][C:6]=1[O:18][CH3:19].[NH2:20][C:21]1[CH:29]=[CH:28][C:24]2[NH:25][N:26]=[N:27][C:23]=2[CH:22]=1.Cl.N1C=CC=CC=1>COCCO>[N:25]1[C:24]2[CH:28]=[CH:29][C:21]([NH:20][C:9]3[C:8]4[C:13](=[CH:14][C:5]([O:4][CH2:3][CH2:2][Cl:1])=[C:6]([O:18][CH3:19])[CH:7]=4)[N:12]=[CH:11][C:10]=3[C:15]#[N:16])=[CH:22][C:23]=2[NH:27][N:26]=1 |f:2.3|. Procedure details: The title compound was prepared by the procedure of Example 166 using 0.442 g of 7-(2-chloro-ethoxy)-4-chloro-6-methoxy-quinoline-3-carbonitrile, 0.22 g 5-amino benzotriazole, 0.190 g of pyridine hydrochloride and 15 ml of 2-methoxyethanol to give 0.48 g (82%) of the desired product :mass spectrum (electrospray m/e): M+H=394.8. The reagents and catalysts are [Br-].C(CCC)[N+](CCCC)(CCCC)CCCC (tetra-n-butylammonium bromide), C=1C=CC(=CC1)[P](C=2C=CC=CC2)(C=3C=CC=CC3)[Pd]([P](C=4C=CC=CC4)(C=5C=CC=CC5)C=6C=CC=CC6)([P](C=7C=CC=CC7)(C=8C=CC=CC8)C=9C=CC=CC9)[P](C=1C=CC=CC1)(C=1C=CC=CC1)C=1C=CC=CC1 (tetrakis(triphenylphosphine)palladium(0)). Run in C1CCOC1 (THF), CCOC(=O)C (EtOAc). RXN SMILES: Br[C:2]1[CH:3]=[CH:4][C:5]2[O:10][CH2:9][CH2:8][N:7]([C:11]3[S:12][C:13]4[CH2:14]C(C)(C)N[C:17](=O)[C:18]=4[N:19]=3)[C:6]=2[CH:23]=1.CC1(C)C(C)(C)OB([C:32]2[CH:33]=[N:34][N:35]([CH2:37][CH2:38][N:39]3[CH2:44][CH2:43][O:42][CH2:41][CH2:40]3)[CH:36]=2)O1.C([O-])([O-])=O.[K+].[K+].[OH2:52]>[Br-].C([N+](CCCC)(CCCC)CCCC)CCC.C1COCC1.CCOC(C)=O.C1C=CC([P]([Pd]([P](C2C=CC=CC=2)(C2C=CC=CC=2)C2C=CC=CC=2)([P](C2C=CC=CC=2)(C2C=CC=CC=2)C2C=CC=CC=2)[P](C2C=CC=CC=2)(C2C=CC=CC=2)C2C=CC=CC=2)(C2C=CC=CC=2)C2C=CC=CC=2)=CC=1>[CH3:5][C:6]1([CH3:23])[NH:7][C:14](=[O:52])[C:13]2[S:12][C:11]([N:7]3[C:6]4[CH:23]=[C:2]([C:32]5[CH:33]=[N:34][N:35]([CH2:37][CH2:38][N:39]6[CH2:40][CH2:41][O:42][CH2:43][CH2:44]6)[CH:36]=5)[CH:3]=[CH:4][C:5]=4[O:10][CH2:9][CH2:8]3)=[N:19][C:18]=2[CH2:17]1 |f:2.3.4,6.7,^1:85,87,106,125|. Isolated yield 41.0%. Starting materials: BrC=1C=CC2=C(N(CCO2)C=2SC=3CC(NC(C3N2)=O)(C)C)C1 (2-(6-Bromo-2,3-dihydrobenzo[1,4]oxazin-4-yl)-6,6-dimethyl-6,7-dihydro-[1,3]thiazolo[5,4-d]pyridin-4(5H)-one), CC1(OB(OC1(C)C)C=1C=NN(C1)CCN1CCOCC1)C (4-{2-[4-(4,4,5,5-tetramethyl-[1,3,2]dioxaborolan-2-yl)-1H-pyrazol-1-yl]ethyl}morpholine), C(=O)([O-])[O-].[K+].[K+] (K2CO3), O (H2O). Product: CC1(CC2=C(C(N1)=O)SC(=N2)N2CCOC1=C2C=C(C=C1)C=1C=NN(C1)CCN1CCOCC1)C (6,6-Dimethyl-2-(6-{1-[2-(morpholin-4-yl)ethyl]-1H-pyrazol-4-yl}-2,3-dihydrobenzo[1,4]oxazin-4-yl)-6,7-dihydro[1,3]thiazolo[5,4-c]pyridin-4(5H)-one). Reported procedure: A stirred solution of Example 39 (0.1 g, 0.326 mmol), 4-{2-[4-(4,4,5,5-tetramethyl-[1,3,2]dioxaborolan-2-yl)-1H-pyrazol-1-yl]ethyl}morpholine (0.051 g, 0.165 mmol), K2CO3 (0.054 g, 0.395 mmol), tetra-n-butylammonium bromide (0.122 g, 0.377 mmol), tetrakis(triphenylphosphine)palladium(0) (0.007 g, 0.006 mmol) and H2O (0.5 mL) in THF (1 mL) was heated at 125° C. in a sealed vessel for 2.5 days. After cooling to r.t. the reaction mixture was diluted with EtOAc and washed with water and brine. The o... Reactants: C1CCN2CCC(CC12)C1=CNC2=CC=NC=C12 (3-(octahydro-7-indolizinyl)-1-H-5-azaindole), C1=C(C=CC2=CC=CC=C12)S(=O)(=O)Cl (2-naphthalenesulfonyl chloride), C1CCN2CCC(CC12)C1=CNC2=CC=NC=C12 (3-(octahydro-7-indolizinyl)-1-H-5-azaindole), C1(=CC=CC2=CC=CC=C12)S(=O)(=O)Cl (1-naphthalenesulfonyl chloride), C[Si](C)(C)[N-][Si](C)(C)C.[Na+] (NaN(TMS)2), C[Si](C)(C)[N-][Si](C)(C)C.[Na+] (NaN(TMS)2). Solvent: C1CCOC1 (THF), C1CCOC1 (THF). Yields the product C1CCN2CCC(CC12)C1=CN(C2=CC=NC=C12)S(=O)(=O)C1=CC=CC2=CC=CC=C12 (3-(Octahydro-7-indolizinyl)-1-(1-naphthalenesulfonyl)-5-azaindole). As a reaction SMILES: [CH2:1]1[CH:9]2[N:4]([CH2:5][CH2:6][CH:7]([C:10]3[C:18]4[C:13](=[CH:14][CH:15]=[N:16][CH:17]=4)[NH:12][CH:11]=3)[CH2:8]2)[CH2:3][CH2:2]1.[C:19]1([S:29](Cl)(=[O:31])=[O:30])[C:28]2[C:23](=[CH:24][CH:25]=[CH:26][CH:27]=2)[CH:22]=[CH:21][CH:20]=1.C[Si]([N-][Si](C)(C)C)(C)C.[Na+].C1C2C(=CC=CC=2)C=CC=1S(Cl)(=O)=O>C1COCC1>[CH2:1]1[CH:9]2[N:4]([CH2:5][CH2:6][CH:7]([C:10]3[C:18]4[C:13](=[CH:14][CH:15]=[N:16][CH:17]=4)[N:12]([S:29]([C:19]4[C:28]5[C:23](=[CH:24][CH:25]=[CH:26][CH:27]=5)[CH:22]=[CH:21][CH:20]=4)(=[O:31])=[O:30])[CH:11]=3)[CH2:8]2)[CH2:3][CH2:2]1 |f:2.3|. Procedure details: from 3-(octahydro-7-indolizinyl)-1-H-5-azaindole (10 mg, 0.0415 mmol), 1-naphthalenesulfonyl chloride (15 mg, 0.072 mmol) and 1M NaN(TMS)2 (100 μL, 0.10 mmol) in THF (0.5 mL) at RT. The two enantiomers were separated by Chiral chromatography (Chiracel OD). 3-(Octahydro-7-indolizinyl)-1-(2-naphthalenesulfonyl)-5-azaindole (17.5 mg, 97.7%); from 3-(octahydro-7-indolizinyl)-1-H-5-azaindole (10 mg, 0.0415 mmol), 2-naphthalenesulfonyl chloride (15 mg, 0.072 mmol) and 1M NaN(TMS)2 (100 μL, 0.10 mmol) ... The reactants are C(=O)(OC)[C@@H]1[C@H]2CC[C@@H](C[C@@H]1C1=CC=C(C=C1)[Si](C)(C)C)N2C (2β-Carbomethoxy-3β-(4′-trimethylsilylphenyl)tropane), [K+].[Br-] (KBr), O (H2O), C1CC(=O)N(C1=O)Cl (NCS). Solvent: C(C)(=O)O (acetic acid), CO (MeOH), CCOCC (Et2O). Reaction conditions: temperature 60 celsius, time 20 minute. The product is C(=O)(OC)[C@@H]1[C@H]2CC[C@@H](C[C@@H]1C1=CC=C(C=C1)Br)N2C (2β-Carbomethoxy-3β(4′-bromophenyl)tropane). Yield: 100.3%. RXN SMILES: [C:1]([C@H:5]1[C@@H:11]([C:12]2[CH:17]=[CH:16][C:15]([Si](C)(C)C)=[CH:14][CH:13]=2)[CH2:10][C@H:9]2[N:22]([CH3:23])[C@@H:6]1[CH2:7][CH2:8]2)([O:3][CH3:4])=[O:2].[K+].[Br-:25].C1C(=O)N(Cl)C(=O)C1.O>C(O)(=O)C.CO.CCOCC>[C:1]([C@H:5]1[C@@H:11]([C:12]2[CH:17]=[CH:16][C:15]([Br:25])=[CH:14][CH:13]=2)[CH2:10][C@H:9]2[N:22]([CH3:23])[C@@H:6]1[CH2:7][CH2:8]2)([O:3][CH3:4])=[O:2] |f:1.2|. Reported procedure: A mixture of 2β-Carbomethoxy-3β-(4′-trimethylsilylphenyl)tropane (594 mg, 1.79 mmol) and KBr (320 mg, 2.68 mmol) in 15 mL of acetic acid and 2 mL of MeOH was stirred at 60° C. for 20 min. 285 mg of NCS (2.15 mmol) was added at one time and the resulting mixture was stirred at the same temperature for 4 hrs. After cooling to rt 100 mL of H2O and 50 mL of Et2O were added. The aqueous phase was separated and the organic phase was extracted with 3N HCl (20 mL). The combined aqueous phase was washed ...